From a dataset of the Open Reaction Database (ORD), a public repository of structured organic reaction records. describe an organic reaction: reactants, conditions, products, and yield Starting materials: CNS(=O)(=O)C1=CC=C(C=C1)Br (N-Methyl-4-bromobenzenesulfonamide), C1(=CC=CC=C1)O (phenol). Product: CNS(=O)(=O)C1=CC=C(OC2=CC=CC=C2)C=C1 (4-(4-(N-methylsulfamoyl)phenoxy)benzene). Reaction SMILES: [CH3:1][NH:2][S:3]([C:6]1[CH:11]=[CH:10][C:9](Br)=[CH:8][CH:7]=1)(=[O:5])=[O:4].[C:13]1([OH:19])[CH:18]=[CH:17][CH:16]=[CH:15][CH:14]=1>>[CH3:1][NH:2][S:3]([C:6]1[CH:11]=[CH:10][C:9]([O:19][C:13]2[CH:18]=[CH:17][CH:16]=[CH:15][CH:14]=2)=[CH:8][CH:7]=1)(=[O:5])=[O:4]. Procedure details: Entry 54: 4-Bromobenzenesulfonyl chloride was reacted with methylamine according to Method A15, Step 1 to afford N-methyl-4-bromobenzenesulfonamide. N-Methyl-4-bromobenzenesulfonamide was coupled with phenol according to Method A15, Step 2 to afford 4-(4-(N-methylsulfamoyl)phenoxy)benzene. 4-(4-(N-Methylsulfamoyl)phenoxy)benzene was converted into 4-(4-(N-methylsulfamoyl)phenoxy)-1-nitrobenzene according to Method A15, Step 3. 4-(4-(N-Methylsulfamoyl)phenoxy)-1-nitrobenzene was reduced to 4-(4-N... Starting materials: ClC1=C(C=C(C=C1C(F)(F)F)[N+](=O)[O-])[N+](=O)[O-] (4-chloro-5-trifluoromethyl-1,3-dinitrobenzene), C(CO)O (ethylene glycol), [OH-].[Na+] (sodium hydroxide), [OH-].[Na+] (sodium hydroxide), [OH-].[Na+] (sodium hydroxide). Run in O (water). Conditions: temperature 45 celsius, time 1 hour. Yields the product OCCOC1=C(C=C(C=C1C(F)(F)F)[N+](=O)[O-])[N+](=O)[O-] (4-((2-hydroxyethyl)oxy)-5-trifluoromethyl-1,3-dinitrobenzene). Reaction SMILES: Cl[C:2]1[C:7]([C:8]([F:11])([F:10])[F:9])=[CH:6][C:5]([N+:12]([O-:14])=[O:13])=[CH:4][C:3]=1[N+:15]([O-:17])=[O:16].[CH2:18]([OH:21])[CH2:19][OH:20].[OH-].[Na+]>O>[OH:20][CH2:19][CH2:18][O:21][C:2]1[C:7]([C:8]([F:11])([F:10])[F:9])=[CH:6][C:5]([N+:12]([O-:14])=[O:13])=[CH:4][C:3]=1[N+:15]([O-:17])=[O:16] |f:2.3|. Procedure: 27 g of 4-chloro-5-trifluoromethyl-1,3-dinitrobenzene are initially introduced into 37 g of ethylene glycol, and 11.4 g of 50 percent strength aqueous sodium hydroxide solution are added dropwise at 45° C. in the course of 20 minutes. The mixture is subsequently stirred at 45° C. for 1 hour, a further 1.5 g of sodium hydroxide solution are added, the mixture is subsequently stirred at 45° C. for 1 hour, a furthere 1.5 g of sodium hydroxide solution are added, the mixture is subsequently stirred ... Starting materials: Cl.C(C)(=O)N1CC2=CC(=CC=C2CC1)C(CCCCN(C)CCC1=C(C=CC=C1)Cl)=O (1-(2-Acetyl-1,2,3,4-tetrahydro-7-isoquinolinyl)-5-[[2-(2-chlorophenyl)ethyl](methyl)amino]-1-pentanone hydrochloride). The solvent is Cl (hydrochloric acid). Product: Cl.Cl.ClC1=C(C=CC=C1)CCN(CCCCC(=O)C1=CC=C2CCNCC2=C1)C (5-[[2-(2-Chlorophenyl)ethyl](methyl)amino]-1-(1,2,3,4-tetrahydro-7-isoquinolinyl)-1-pentanone dihydrochloride). The yield is 170.0%. As a reaction SMILES: [ClH:1].C([N:5]1[CH2:14][CH2:13][C:12]2[C:7](=[CH:8][C:9]([C:15](=[O:31])[CH2:16][CH2:17][CH2:18][CH2:19][N:20]([CH2:22][CH2:23][C:24]3[CH:29]=[CH:28][CH:27]=[CH:26][C:25]=3[Cl:30])[CH3:21])=[CH:10][CH:11]=2)[CH2:6]1)(=O)C>Cl>[ClH:30].[ClH:1].[Cl:30][C:25]1[CH:26]=[CH:27][CH:28]=[CH:29][C:24]=1[CH2:23][CH2:22][N:20]([CH3:21])[CH2:19][CH2:18][CH2:17][CH2:16][C:15]([C:9]1[CH:8]=[C:7]2[C:12]([CH2:13][CH2:14][NH:5][CH2:6]2)=[CH:11][CH:10]=1)=[O:31] |f:0.1,3.4.5|. Reported procedure: A solution of (1-(2-acetyl-1,2,3,4-tetrahydro-7-isoquinolinyl)-5-[[2-(2-chlorophenyl)ethyl](methyl)amino]-1-pentanone (5.0 g) obtained in Example 214 in concentrated hydrochloric acid (150 ml) was stirred at 130° C. for 2 hours, and the solvent of the reaction mixture was evaporated under reduced pressure to give the crude product of the title compound as a pale yellow solid (4.2 g). Further recrystallization from ethanol-diethyl ether afforded the title compound as colorless crystals having a m... Starting materials: C1(=CC=CC=C1)C=1N=C(OC1C1=CC=CC=C1)CN(C=1C=C(OCC(=O)OC)C=CC1)C(=O)OC (methyl [3-[[(4,5-diphenyl-2-oxazolyl)methyl](methoxycarbonyl) amino]phenoxy]acetate), O[Li].O (LiOH.H2O), CO (MeOH). Solvent: O (H2O). Conditions: time 3 hour. The product is C1(=CC=CC=C1)C=1N=C(OC1C1=CC=CC=C1)CN(C=1C=C(OCC(=O)O)C=CC1)C(=O)OC ([3-[[(4,5-diphenyl-2-oxazolyl)methyl](methoxycarbonyl)amino]phenoxy]acetic acid). The yield is 54.5%. Reaction SMILES: [C:1]1([C:7]2[N:8]=[C:9]([CH2:18][N:19]([C:32]([O:34][CH3:35])=[O:33])[C:20]3[CH:21]=[C:22]([CH:29]=[CH:30][CH:31]=3)[O:23][CH2:24][C:25]([O:27]C)=[O:26])[O:10][C:11]=2[C:12]2[CH:17]=[CH:16][CH:15]=[CH:14][CH:13]=2)[CH:6]=[CH:5][CH:4]=[CH:3][CH:2]=1.O[Li].O.CO>O>[C:1]1([C:7]2[N:8]=[C:9]([CH2:18][N:19]([C:32]([O:34][CH3:35])=[O:33])[C:20]3[CH:21]=[C:22]([CH:29]=[CH:30][CH:31]=3)[O:23][CH2:24][C:25]([OH:27])=[O:26])[O:10][C:11]=2[C:12]2[CH:13]=[CH:14][CH:15]=[CH:16][CH:17]=2)[CH:6]=[CH:5][CH:4]=[CH:3][CH:2]=1 |f:1.2|. Procedure: A mixture of methyl [3-[[(4,5-diphenyl-2-oxazolyl)methyl](methoxycarbonyl) amino]phenoxy]acetate (4.16 g, 9 mmol), LiOH.H2O (0.56 g, 13 mmol), MeOH (45 mL) and H2O (15 mL) was stirred at room temperature for about 3 hours. The solvent was removed in vacuo, the residue diluted with H2O and 2N HCl until pH=2 and a yellow solid filtered off. Recrystallization from a mixture of CH2Cl2 and hexanes gave [3-[[(4,5-diphenyl-2-oxazolyl)methyl](methoxycarbonyl)amino]phenoxy]acetic acid (2.25 g, 55%), mp 1...